From a dataset of the Open Reaction Database (ORD), a public repository of structured organic reaction records. describe an organic reaction: reactants, conditions, products, and yield The reactants are C(C)(C)O.C(=O)=O (isopropanol dry ice), N1C(CCCCC1)=O (azacycloheptan-2-one), [H-].[Na+] (sodium hydride), [H-].[Na+] (NaH), [H-].[Na+] (sodium hydride), BrCCC (1-bromopropane). The solvent is C1(=CC=CC=C1)C (toluene), petroleum ether, C1(=CC=CC=C1)C (toluene), petroleum ether, C1(=CC=CC=C1)C (toluene). Product: C(CC)N1C(CCCCC1)=O (1-n-propylazacycloheptan-2-one). Isolated yield 80.9%. Reaction SMILES: [H-].[Na+].[NH:3]1[CH2:9][CH2:8][CH2:7][CH2:6][CH2:5][C:4]1=[O:10].Br[CH2:12][CH2:13][CH3:14].C(O)(C)C.C(=O)=O>C1(C)C=CC=CC=1>[CH2:12]([N:3]1[CH2:9][CH2:8][CH2:7][CH2:6][CH2:5][C:4]1=[O:10])[CH2:13][CH3:14] |f:0.1,4.5|. Procedure: In a 1 liter 3-neck flask equipped with a dry ice-isopropanol condenser, an addition funnel and a mechanical stirrer was placed 10.2 g of 50% sodium hydride-mineral oil dispersion (5.1 g NaH, 0.2125 M) and 150 ml of petroleum ether. The suspension was momentarily stirred and then sodium hydride was allowed to settle. Most of the petroleum ether was pipetted out and 200 ml of dry toluene was added. To this was added dropwise a solution of 20 g (0.177 M) of azacycloheptan-2-one in 100 ml of dry to... Starting materials: C(C1=CC=CC=C1)N1N=C(C(=C1)C(=O)OCC)OCC1=CC(=C(C=C1)OC)OCC=1N=C(OC1C)C=1OC=CC1 (ethyl 1-benzyl-3-[(3-{[2-(2-furyl)-5-methyl-1,3-oxazol-4-yl]methoxy}-4-methoxybenzyl)oxy]-1H-pyrazole-4-carboxylate), [H-].[Al+3].[Li+].[H-].[H-].[H-] (lithium aluminum hydride), O.O.O.O.O.O.O.O.O.O.S(=O)(=O)([O-])[O-].[Na+].[Na+] (Sodium sulfate decahydrate). Run in C(C)(=O)OCC (ethyl acetate), O1CCCC1 (tetrahydrofuran). Conditions: time 1 hour. Yields the product C(C1=CC=CC=C1)N1N=C(C(=C1)CO)OCC1=CC(=C(C=C1)OC)OCC=1N=C(OC1C)C=1OC=CC1 ({1-benzyl-3-[(3-{[2-(2-furyl)-5-methyl-1,3-oxazol-4-yl]methoxy}-4-methoxybenzyl)oxy]-1H-pyrazol-4-yl}methanol). Isolated yield 86.7%. RXN SMILES: [CH2:1]([N:8]1[CH:12]=[C:11]([C:13](OCC)=[O:14])[C:10]([O:18][CH2:19][C:20]2[CH:25]=[CH:24][C:23]([O:26][CH3:27])=[C:22]([O:28][CH2:29][C:30]3[N:31]=[C:32]([C:36]4[O:37][CH:38]=[CH:39][CH:40]=4)[O:33][C:34]=3[CH3:35])[CH:21]=2)=[N:9]1)[C:2]1[CH:7]=[CH:6][CH:5]=[CH:4][CH:3]=1.[H-].[Al+3].[Li+].[H-].[H-].[H-].O.O.O.O.O.O.O.O.O.O.S([O-])([O-])(=O)=O.[Na+].[Na+]>O1CCCC1.C(OCC)(=O)C>[CH2:1]([N:8]1[CH:12]=[C:11]([CH2:13][OH:14])[C:10]([O:18][CH2:19][C:20]2[CH:25]=[CH:24][C:23]([O:26][CH3:27])=[C:22]([O:28][CH2:29][C:30]3[N:31]=[C:32]([C:36]4[O:37][CH:38]=[CH:39][CH:40]=4)[O:33][C:34]=3[CH3:35])[CH:21]=2)=[N:9]1)[C:2]1[CH:3]=[CH:4][CH:5]=[CH:6][CH:7]=1 |f:1.2.3.4.5.6,7.8.9.10.11.12.13.14.15.16.17.18.19|. Procedure: To a solution of ethyl 1-benzyl-3-[(3-{[2-(2-furyl)-5-methyl-1,3-oxazol-4-yl]methoxy}-4-methoxybenzyl)oxy]-1H-pyrazole-4-carboxylate (1.50 g) in tetrahydrofuran (50 mL) was added lithium aluminum hydride (0.11 g) at 0° C. and the mixture was stirred at room temperature for 1 hr. Sodium sulfate decahydrate (0.90 g) was added to the reaction mixture, and the mixture was stirred at room temperature for 30 min. The reaction mixture was diluted with ethyl acetate and the precipitate was filtered off,... Starting materials: BrCC=1C2=CC=CC=C2C=2C=CC=CC2C1 (9-(Bromomethyl)phenanthrene), P(OCC)(OCC)OCC (triethyl phosphite). Conditions: temperature 150 celsius. The product is C1=CC=CC=2C3=CC=CC=C3C(=CC12)CP(OCC)(OCC)=O (diethyl (phenanthren-9-ylmethyl)phosphonate). Yield: 56.8%. RXN SMILES: Br[CH2:2][C:3]1[C:4]2[C:9]([C:10]3[CH:11]=[CH:12][CH:13]=[CH:14][C:15]=3[CH:16]=1)=[CH:8][CH:7]=[CH:6][CH:5]=2.[P:17]([O:24]CC)([O:21][CH2:22][CH3:23])[O:18][CH2:19][CH3:20]>>[CH:14]1[C:15]2[CH:16]=[C:3]([CH2:2][P:17](=[O:24])([O:21][CH2:22][CH3:23])[O:18][CH2:19][CH3:20])[C:4]3[C:9](=[CH:8][CH:7]=[CH:6][CH:5]=3)[C:10]=2[CH:11]=[CH:12][CH:13]=1. Procedure: 9-(Bromomethyl)phenanthrene (18 g, 66.4 mmol) and triethyl phosphite (10.7 g) were mixed and heated to 150° C. under N2 for 4 h. The reaction mixture was concentrated and the residue was purified by silica gel column chromatography to yield 12 g of product. Reactants: C1(=CC(=CC(=C1)C)C)C (Mesitylene), C1(CCC(=O)O1)=O (succinic anhydride), [Al+3].[Cl-].[Cl-].[Cl-] (AlCl3). Product: CC1=C(C(=O)CCC(=O)O)C(=CC(=C1)C)C (3-(2,4,6-Trimethylbenzoyl)-propionic acid). Isolated yield 54.0%. As a reaction SMILES: [C:1]1([CH3:9])[CH:6]=[C:5]([CH3:7])[CH:4]=[C:3]([CH3:8])[CH:2]=1.[C:10]1(=[O:16])[O:15][C:13](=[O:14])[CH2:12][CH2:11]1.[Al+3].[Cl-].[Cl-].[Cl-]>>[CH3:9][C:1]1[CH:6]=[C:5]([CH3:7])[CH:4]=[C:3]([CH3:8])[C:2]=1[C:10]([CH2:11][CH2:12][C:13]([OH:15])=[O:14])=[O:16] |f:2.3.4.5|. Reported procedure: Mesitylene 10i (99%, 4.8 eq) was reacted with succinic anhydride (99%, 1 eq) and AlCl3 (95%, 2 eq) for 72 h according to the general procedure. Extractive purification of the crude product afforded white crystals of 11i in 54% yield. 1H-NMR (DMSO-d6): 6.63 (s, 2H, Ar--H); 2.84 (t, 2H, CH2CH2COOH); 2.22 (s, 3H, p-CH3); 2.18 (t, 2H, CH2CH2COOH); 2.13 (s, 6H, o-CH3).